describe an organic reaction: reactants, conditions, products, and yield From a dataset of the Open Reaction Database (ORD), a public repository of structured organic reaction records. The reactants are FC(C1=NN(C(=C1C(F)(F)F)C(=O)OCC)C)F (ethyl 3-(difluoromethyl)-1-methyl-4-(trifluoromethyl)-1H-pyrazole-5-carboxylate), [OH-].[Na+] (sodium hydroxide). Solvent: CO (methanol). Conditions: time 3 hour. Product: FC(C1=NN(C(=C1C(F)(F)F)C(=O)O)C)F (3-(Difluoromethyl)-1-methyl-4-(trifluoromethyl)-1H-pyrazole-5-carboxylic acid). Reaction SMILES: [F:1][CH:2]([F:18])[C:3]1[C:7]([C:8]([F:11])([F:10])[F:9])=[C:6]([C:12]([O:14]CC)=[O:13])[N:5]([CH3:17])[N:4]=1.[OH-].[Na+]>CO>[F:18][CH:2]([F:1])[C:3]1[C:7]([C:8]([F:11])([F:10])[F:9])=[C:6]([C:12]([OH:14])=[O:13])[N:5]([CH3:17])[N:4]=1 |f:1.2|. Reported procedure: A solution of 600 mg (2.20 mmol) of ethyl 3-(difluoromethyl)-1-methyl-4-(trifluoromethyl)-1H-pyrazole-5-carboxylate in 10 ml of methanol is admixed with 331 mg (3.31 mmol) of 40% strength sodium hydroxide solution and stirred for three hours at room temperature. The reaction mixture is concentrated by evaporation, admixed with water and extracted with diethyl ether. The aqueous phase is acidified with dilute hydrochloric acid and extracted twice with diethyl acetate. The organic phase is dried o...